Dataset: the Open Reaction Database (ORD), a public repository of structured organic reaction records. Task: describe an organic reaction: reactants, conditions, products, and yield Starting materials: CC(=O)O, NC1CC1, CC(Cl)Cl, Cl, O=C1CCCCC1, O. Yields the product C1CCC(NC2CC2)CC1. RXN SMILES: [C:12]([OH:13])(=[O:14])[CH3:15].[CH:8]1([NH2:11])[CH2:9][CH2:10]1.[Cl:17][CH:18]([Cl:19])[CH3:20].[ClH:16].[O:1]=[C:2]1[CH2:3][CH2:4][CH2:5][CH2:6][CH2:7]1.[OH2:21]>>[CH:2]1([NH:11][CH:8]2[CH2:9][CH2:10]2)[CH2:3][CH2:4][CH2:5][CH2:6][CH2:7]1.